Dataset: the Open Reaction Database (ORD), a public repository of structured organic reaction records. Task: describe an organic reaction: reactants, conditions, products, and yield Starting materials: O.O.C1(=CC=C(C=C1)S(=O)[O-])C.[Na+] (sodium p-toluenesulfinate dihydrate), C1(=CC=CC2=CC=CC=C12)S(=O)(=O)Cl (α-naphthalenesulfonic acid chloride). Solvent: O (water), O (water). Product: C1(=CC=CC2=CC=CC=C12)C1=C(C=CC(=C1)C)S(S(=O)(=O)C1=C(C=C(C=C1)C)C1=CC=CC2=CC=CC=C12)(=O)=O (α-naphthyl-p-methylphenyldisulfone). Yield: 46.3%. Reaction SMILES: [OH2:1].[OH2:2].[C:3]1([CH3:12])[CH:8]=[CH:7][C:6]([S:9]([O-:11])=[O:10])=[CH:5][CH:4]=1.[Na+].[C:14]1(S(Cl)(=O)=O)[C:23]2[C:18](=[CH:19][CH:20]=[CH:21][CH:22]=2)[CH:17]=[CH:16][CH:15]=1>O>[C:22]1([C:5]2[CH:4]=[C:3]([CH3:12])[CH:8]=[CH:7][C:6]=2[S:9](=[O:11])(=[O:10])[S:9]([C:6]2[CH:7]=[CH:8][C:3]([CH3:12])=[CH:4][C:5]=2[C:14]2[C:23]3[C:18](=[CH:19][CH:20]=[CH:21][CH:22]=3)[CH:17]=[CH:16][CH:15]=2)(=[O:2])=[O:1])[C:23]2[C:18](=[CH:17][CH:16]=[CH:15][CH:14]=2)[CH:19]=[CH:20][CH:21]=1 |f:0.1.2.3|. Procedure details: 11.8 g of sodium p-toluenesulfinate dihydrate were dissolved in 20 ml of water, and 11.3 g of α-naphthalenesulfonic acid chloride were added thereto and reacted for 24 hours at room temperature while stirring. 250 ml of water were added thereto, the precipitate formed were taken out by filtration, and this was recrystallized from a mixed solvent comprising benzene and ethanol. Thus, 6.5 g of α-naphthyl-p-methylphenyldisulfone (PAG 5-6) were obtained.